Dataset: the Open Reaction Database (ORD), a public repository of structured organic reaction records. Task: describe an organic reaction: reactants, conditions, products, and yield Starting materials: CC(C)(C)C(=O)c1cn(COCC[Si](C)(C)C)c2ncc(Br)nc12, CNC1CCCC1, CN1CCCC1=O. Product: CN(c1cnc2c(n1)c(C(=O)C(C)(C)C)cn2COCC[Si](C)(C)C)C1CCCC1. RXN SMILES: [Br:1][c:2]1[n:3][c:4]2[c:5]([n:6][cH:7]1)[n:8]([CH2:17][O:18][CH2:19][CH2:20][Si:21]([CH3:22])([CH3:23])[CH3:24])[cH:9][c:10]2[C:11]([C:12]([CH3:13])([CH3:14])[CH3:15])=[O:16].[CH3:25][NH:26][CH:27]1[CH2:28][CH2:29][CH2:30][CH2:31]1.[CH3:32][N:33]1[CH2:34][CH2:35][CH2:36][C:37]1=[O:38]>>[c:2]1([N:26]([CH3:25])[CH:27]2[CH2:28][CH2:29][CH2:30][CH2:31]2)[n:3][c:4]2[c:5]([n:6][cH:7]1)[n:8]([CH2:17][O:18][CH2:19][CH2:20][Si:21]([CH3:22])([CH3:23])[CH3:24])[cH:9][c:10]2[C:11]([C:12]([CH3:13])([CH3:14])[CH3:15])=[O:16]. The reactants are C1(=CC=CC=C1)SC[Li] (phenylthiomethyl lithium), olefin, COCOC1=C(C=CC=C1)C1(CC1)C1=C(C(=C(C=C1)O)OC)OCOC (1-(2-methoxymethoxyphenyl)-1-(4-hydroxy-3-methoxy-2-methoxymethoxyphenyl)-cyclopropane). Yields the product COCOC1=C(C=CC=C1)C1(CC1)C1=C(C(=C(C=C1)OC)OC)OCOC (1-(2-Methoxymethoxyphenyl)-1-(3,4-dimethoxy-2-methoxymethoxyphenyl)-cyclopropane). Reaction SMILES: [C:1]1(SC[Li])C=CC=CC=1.[CH3:10][O:11][CH2:12][O:13][C:14]1[CH:19]=[CH:18][CH:17]=[CH:16][C:15]=1[C:20]1([C:23]2[CH:28]=[CH:27][C:26]([OH:29])=[C:25]([O:30][CH3:31])[C:24]=2[O:32][CH2:33][O:34][CH3:35])[CH2:22][CH2:21]1>>[CH3:10][O:11][CH2:12][O:13][C:14]1[CH:19]=[CH:18][CH:17]=[CH:16][C:15]=1[C:20]1([C:23]2[CH:28]=[CH:27][C:26]([O:29][CH3:1])=[C:25]([O:30][CH3:31])[C:24]=2[O:32][CH2:33][O:34][CH3:35])[CH2:21][CH2:22]1. Procedure details: When an initial charge of 3.3 moles of phenylthiomethyl lithium per mole of olefin was employed, the product was 1-(2-methoxymethoxyphenyl)-1-(4-hydroxy-3-methoxy-2-methoxymethoxyphenyl)-cyclopropane, an oil obtained in 33 percent yield and identified by proton NMR spectroscopy. RXN SMILES: [C:29]([CH3:31])([CH3:32])([O:33][OH:30])[CH3:34].[CH3:1][CH:2]([CH3:3])[CH2:4][CH2:5][CH2:6][CH:7]([CH3:8])[CH:9]1[CH2:10][CH2:11][CH:12]2[CH:13]3[CH2:14][CH:15]=[C:16]4[CH2:17][CH:18]([OH:19])[CH2:20][CH2:21][C:22]4([CH3:23])[CH:24]3[CH2:25][CH2:26][C:27]12[CH3:28].[Cl:35][O-:36].[Cl:38][CH2:39][Cl:40].[Na+:37]>>[CH3:1][CH:2]([CH3:3])[CH2:4][CH2:5][CH2:6][CH:7]([CH3:8])[CH:9]1[CH2:10][CH2:11][CH:12]2[CH:13]3[C:14](=[O:33])[CH:15]=[C:16]4[CH2:17][CH:18]([OH:19])[CH2:20][CH2:21][C:22]4([CH3:23])[CH:24]3[CH2:25][CH2:26][C:27]12[CH3:28]. Reactants: CC(C)(C)OO, CC(C)CCCC(C)C1CCC2C3CC=C4CC(O)CCC4(C)C3CCC12C, [O-]Cl, ClCCl, [Na+]. Product: CC(C)CCCC(C)C1CCC2C3C(=O)C=C4CC(O)CCC4(C)C3CCC12C. Reactants: C1CCOC1, CCN, Cc1cc(F)ccc1-c1nc(S(C)(=O)=O)nc2c1ccc(=O)n2-c1c(F)cccc1F. Yields the product CCNc1nc(-c2ccc(F)cc2C)c2ccc(=O)n(-c3c(F)cccc3F)c2n1. RXN SMILES: [CH2:35]1[O:36][CH2:37][CH2:38][CH2:39]1.[CH3:32][CH2:33][NH2:34].[F:1][c:2]1[c:3](-[n:9]2[c:10](=[O:31])[cH:11][cH:12][c:13]3[c:14]2[n:15][c:16]([S:27]([CH3:28])(=[O:29])=[O:30])[n:17][c:18]3-[c:19]2[c:20]([CH3:26])[cH:21][c:22]([F:25])[cH:23][cH:24]2)[c:4]([F:8])[cH:5][cH:6][cH:7]1>>[F:1][c:2]1[c:3](-[n:9]2[c:10](=[O:31])[cH:11][cH:12][c:13]3[c:14]2[n:15][c:16]([NH:34][CH2:33][CH3:32])[n:17][c:18]3-[c:19]2[c:20]([CH3:26])[cH:21][c:22]([F:25])[cH:23][cH:24]2)[c:4]([F:8])[cH:5][cH:6][cH:7]1. Starting materials: CC(C)(C)C(=O)CBr, O=C([O-])[O-], CCCCc1nc(C)[nH]c(=O)c1Cc1ccc(-c2ccccc2C#N)cc1F, CN(C)C=O, CCOC(C)=O, [Cs+], [Cs+]. The product is CCCCc1nc(C)n(CC(=O)C(C)(C)C)c(=O)c1Cc1ccc(-c2ccccc2C#N)cc1F. Reaction SMILES: [Br:35][CH2:36][C:37]([C:38]([CH3:39])([CH3:40])[CH3:41])=[O:42].[C:29](=[O:30])([O-:31])[O-:32].[CH2:1]([CH2:2][CH2:3][CH3:4])[c:5]1[n:6][c:7]([CH3:28])[nH:8][c:9](=[O:27])[c:10]1[CH2:11][c:12]1[c:13]([F:26])[cH:14][c:15](-[c:18]2[c:19]([C:24]#[N:25])[cH:20][cH:21][cH:22][cH:23]2)[cH:16][cH:17]1.[CH3:43][N:44]([CH3:45])[CH:46]=[O:47].[CH3:48][CH2:49][O:50][C:51](=[O:52])[CH3:53].[Cs+:33].[Cs+:34]>>[CH2:1]([CH2:2][CH2:3][CH3:4])[c:5]1[n:6][c:7]([CH3:28])[n:8]([CH2:36][C:37]([C:38]([CH3:39])([CH3:40])[CH3:41])=[O:42])[c:9](=[O:27])[c:10]1[CH2:11][c:12]1[c:13]([F:26])[cH:14][c:15](-[c:18]2[c:19]([C:24]#[N:25])[cH:20][cH:21][cH:22][cH:23]2)[cH:16][cH:17]1. Reactants: C(C)(C)(C)OC(=O)NCC1=C(C=C(C(=O)O)C=C1)F (4-(tert-butoxycarbonylamino-methyl)-3-fluorobenzoic acid), CCN(C(C)C)C(C)C (DIEA), CN1N=CC=2CNC3=C(NC12)C=C(C=C3)C (3,6-Dimethyl-3,4,9,10-tetrahydro-2,3,4,9-tetraaza-benzo[f]azulene). Reagents/catalysts: CN(C)C=1C=CN=CC1 (DMAP). The solvent is ClCCl (dichloromethane), ClCCl (dichloromethane). Run at time 1 hour. Yields the product C(C)(C)(C)OC(NCC1=C(C=C(C=C1)C(=O)N1C2=C(NC=3N(N=CC3C1)C)C=C(C=C2)C)F)=O ([4-(3,6-Dimethyl-4,10-dihydro-3H-2,3,4,9-tetraaza-benzo[f]azulene-9-carbonyl)-2-fluoro-benzyl]-carbamic Acid Tert-butyl Ester). Isolated yield 32.0%. As a reaction SMILES: [C:1]([O:5][C:6]([NH:8][CH2:9][C:10]1[CH:18]=[CH:17][C:13]([C:14]([OH:16])=O)=[CH:12][C:11]=1[F:19])=[O:7])([CH3:4])([CH3:3])[CH3:2].CCN(C(C)C)C(C)C.[CH3:29][N:30]1[C:39]2[NH:38][C:37]3[CH:40]=[C:41]([CH3:44])[CH:42]=[CH:43][C:36]=3[NH:35][CH2:34][C:33]=2[CH:32]=[N:31]1>CN(C1C=CN=CC=1)C.ClCCl>[C:1]([O:5][C:6](=[O:7])[NH:8][CH2:9][C:10]1[CH:18]=[CH:17][C:13]([C:14]([N:35]2[CH2:34][C:33]3[CH:32]=[N:31][N:30]([CH3:29])[C:39]=3[NH:38][C:37]3[CH:40]=[C:41]([CH3:44])[CH:42]=[CH:43][C:36]2=3)=[O:16])=[CH:12][C:11]=1[F:19])([CH3:2])([CH3:3])[CH3:4]. Procedure: A solution of 4-(tert-butoxycarbonylamino-methyl)-3-fluorobenzoic acid from Example E3.1 (538 mg, 2.0 mmol) and DMAP (220 mg, 1.8 mmol) in dichloromethane (20 ml) at room temperature was treated with DIEA (0.93 ml, 5.4 mmol) and WSCD (460 mg, 2.4 mmol), and the resulting solution was stirred at room temperature for 1 h. 3,6-Dimethyl-3,4,9,10-tetrahydro-2,3,4,9-tetraaza-benzo[f]azulene from Example E2 (385 mg, 1.8 mmol) was added and the resulting solution was heated at reflux for 20 h and allowe... Reactants: C12CCCC(CCC1)B2 (9-borabicyclo [3.3,1 ]nonane), solution, O1CCCC1 (tetrahydrofuran), BrC=1C=CC2=C(C(C3=C(C=C2)C=CC=C3)=C)C1 (3-bromo-5-methylene-dibenzo[a,d]cycloheptene), O1CCCC1 (tetrahydrofuran). Conditions: temperature 0 celsius, time 45 minute. Yields the product BrC=1C=CC2=C(C(C3=C(C=C2)C=CC=C3)CO)C1 (3-Bromo-5-hydroxymethyl-dibenzo[a,d]cycloheptene). RXN SMILES: [Br:1][C:2]1[CH:3]=[CH:4][C:5]2[CH:11]=[CH:10][C:9]3[CH:12]=[CH:13][CH:14]=[CH:15][C:8]=3[C:7](=[CH2:16])[C:6]=2[CH:17]=1.C12BC(CCC1)CCC2.[O:27]1CCCC1>>[Br:1][C:2]1[CH:3]=[CH:4][C:5]2[CH:11]=[CH:10][C:9]3[CH:12]=[CH:13][CH:14]=[CH:15][C:8]=3[CH:7]([CH2:16][OH:27])[C:6]=2[CH:17]=1. Procedure: To a solution of 3-bromo-5-methylene-dibenzo[a,d]cycloheptene (3.8 g) in dry tetrahydrofuran (20 ml). under an inert atmosphere. was added 9-borabicyclo [3.3,1 ]nonane (30 ml of a 0.5 molar solution in tetrahydrofuran) at ambient temperature and the reaction mixture was refluxed for 3 h. After cooling in an ice bath the reaction was quenched by the slow addition of 2N sodium hydroxide solution (100 ml) and 30% hydrogen peroxide (20 ml). After stirring vigorously at 0° C. for 45 minutes the react...